This data is from the Open Reaction Database (ORD), a public repository of structured organic reaction records. The task is: describe an organic reaction: reactants, conditions, products, and yield Starting materials: CC#N, [I-], I, [K+], O=N[O-], Nc1cnc2c(c1)CC1(C2)C(=O)Nc2ncccc21, [Na+], [Na+], [Na+], [Na+], [OH-], O, O=S([O-])([O-])=S, Cc1ccc(S(=O)(=O)O)cc1. The product is O=C1Nc2ncccc2C12Cc1cc(I)cnc1C2. Reaction SMILES: [CH3:48][C:49]#[N:50].[I-:36].[I:39].[K+:35].[N:1]([O-:2])=[O:3].[NH2:5][c:6]1[cH:7][c:8]2[c:9]([n:10][cH:11]1)[CH2:12][C:13]1([CH2:14]2)[C:15](=[O:23])[NH:16][c:17]2[n:18][cH:19][cH:20][cH:21][c:22]21.[Na+:38].[Na+:45].[Na+:46].[Na+:4].[OH-:37].[OH2:47].[S:40]([O-:41])([O-:42])(=[O:43])=[S:44].[c:24]1([CH3:25])[cH:26][cH:27][c:28]([S:29]([OH:30])(=[O:31])=[O:32])[cH:33][cH:34]1>>[c:6]1([I:36])[cH:7][c:8]2[c:9]([n:10][cH:11]1)[CH2:12][C:13]1([CH2:14]2)[C:15](=[O:23])[NH:16][c:17]2[n:18][cH:19][cH:20][cH:21][c:22]21. Starting materials: C(C)(C)(C)N1N=CC(=C1C1=CC=C(C=C1)F)C=1SC=C(N1)C(=O)OCC (ethyl 2-(1-tert-butyl-5-(4-fluorophenyl)-1H-pyrazol-4-yl)thiazole-4-carboxylate), [OH-].[Na+] (sodium hydroxide). Run in C(C)O (ethanol), C1CCOC1 (THF). Product: C(C)(C)(C)N1N=CC(=C1C1=CC=C(C=C1)F)C=1SC=C(N1)C(=O)O (2-(1-tert-butyl-5-(4-fluorophenyl)-1H-pyrazol-4-yl)thiazole-4-carboxylic acid). Isolated yield 94.6%. RXN SMILES: [C:1]([N:5]1[C:9]([C:10]2[CH:15]=[CH:14][C:13]([F:16])=[CH:12][CH:11]=2)=[C:8]([C:17]2[S:18][CH:19]=[C:20]([C:22]([O:24]CC)=[O:23])[N:21]=2)[CH:7]=[N:6]1)([CH3:4])([CH3:3])[CH3:2].[OH-].[Na+]>C(O)C.C1COCC1>[C:1]([N:5]1[C:9]([C:10]2[CH:11]=[CH:12][C:13]([F:16])=[CH:14][CH:15]=2)=[C:8]([C:17]2[S:18][CH:19]=[C:20]([C:22]([OH:24])=[O:23])[N:21]=2)[CH:7]=[N:6]1)([CH3:4])([CH3:2])[CH3:3] |f:1.2|. Procedure details: A mixed solution of the compound (0.57 g, 1.53 mmol) obtained in step 1 and 1N aqueous sodium hydroxide solution (2.289 ml, 2.29 mmol) in ethanol (5 mL) and THF (5 mL) was stirred at 60° C. for 3 hr. The reaction mixture was concentrated under reduced pressure, and 1N hydrochloric acid was added to the residue. The precipitate was collected by filtration to give 2-(1-tert-butyl-5-(4-fluorophenyl)-1H-pyrazol-4-yl)thiazole-4-carboxylic acid (0.50 g, 1.448 mmol, 95%) as a white powder. Starting materials: FC(S(=O)(=O)OS(=O)(=O)C(F)(F)F)(F)F (Trifluoromethanesulfonic anhydride), OC1=C(C(=C2C(OCC2=C1C)=O)OS(=O)(=O)C1=CC=C(C=C1)C)C/C=C(/CCC(=O)OC)\C (methyl (E) 6-(1,3-dihydro-6-hydroxy-7-methyl-3-oxo-4-p-toluenesulfonyloxyisobenzofuran-5-yl)-4-methyl-4-hexenoate), C([O-])(O)=O.[Na+] (sodium bicarbonate). Run in C(Cl)Cl (methylene chloride), N1=CC=CC=C1 (pyridine). Yields the product CC=1C(=C(C(=C2C(OCC12)=O)OS(=O)(=O)C1=CC=C(C=C1)C)C/C=C(/CCC(=O)OC)\C)OS(=O)(=O)C(F)(F)F (methyl (E) 6-(1,3-dihydro-7-methyl-3-oxo-4-p-toluenesulfonyloxy-6-trifluoromethanesulfonyloxyisobenzofuran-5-yl)-4-methyl-4-hexenoate). RXN SMILES: FC(F)(F)S([O:6][S:7]([C:10]([F:13])([F:12])[F:11])(=[O:9])=[O:8])(=O)=O.O[C:17]1[C:25]([CH3:26])=[C:24]2[C:20]([C:21](=[O:27])[O:22][CH2:23]2)=[C:19]([O:28][S:29]([C:32]2[CH:37]=[CH:36][C:35]([CH3:38])=[CH:34][CH:33]=2)(=[O:31])=[O:30])[C:18]=1[CH2:39]/[CH:40]=[C:41](\[CH3:48])/[CH2:42][CH2:43][C:44]([O:46][CH3:47])=[O:45].C(=O)(O)[O-].[Na+]>C(Cl)Cl.N1C=CC=CC=1>[CH3:26][C:25]1[C:17]([O:6][S:7]([C:10]([F:11])([F:12])[F:13])(=[O:8])=[O:9])=[C:18]([CH2:39]/[CH:40]=[C:41](\[CH3:48])/[CH2:42][CH2:43][C:44]([O:46][CH3:47])=[O:45])[C:19]([O:28][S:29]([C:32]2[CH:33]=[CH:34][C:35]([CH3:38])=[CH:36][CH:37]=2)(=[O:31])=[O:30])=[C:20]2[C:24]=1[CH2:23][O:22][C:21]2=[O:27] |f:2.3|. Reported procedure: Trifluoromethanesulfonic anhydride (10.57 g) was added to a solution of methyl (E) 6-(1,3-dihydro-6-hydroxy-7-methyl-3-oxo-4-p-toluenesulfonyloxyisobenzofuran-5-yl)-4-methyl-4-hexenoate in methylene chloride (500 ml) and pyridine (5 ml) at 0° C. After 6 hours the reaction was added to excess aqueous sodium bicarbonate. The organic solution was dried and evaporated to afford methyl (E) 6-(1,3-dihydro-7-methyl-3-oxo-4-p-toluenesulfonyloxy-6-trifluoromethanesulfonyloxyisobenzofuran-5-yl)-4-methyl-4... The reactants are Cc1ccccc1, O=C(Cl)CCl, CC(C)Nc1ccc(F)cc1, c1ccncc1. Reaction SMILES: [CH3:1][c:2]1[cH:3][cH:4][cH:5][cH:6][cH:7]1.[Cl:19][CH2:20][C:21](=[O:22])[Cl:23].[F:8][c:9]1[cH:10][cH:11][c:12]([NH:13][CH:14]([CH3:15])[CH3:16])[cH:17][cH:18]1.[cH:24]1[cH:25][cH:26][n:27][cH:28][cH:29]1>>[F:8][c:9]1[cH:10][cH:11][c:12]([N:13]([CH:14]([CH3:15])[CH3:16])[C:21]([CH2:20][Cl:19])=[O:22])[cH:17][cH:18]1. The product is CC(C)N(C(=O)CCl)c1ccc(F)cc1. Starting materials: [BH4-], CCO, [Na+], CCOC(=O)c1nc2cnccc2s1. Product: OCc1nc2cnccc2s1. Reaction SMILES: [BH4-:15].[CH3:17][CH2:18][OH:19].[Na+:16].[s:1]1[c:2]([C:10](=[O:11])[O:12][CH2:13][CH3:14])[n:3][c:4]2[cH:5][n:6][cH:7][cH:8][c:9]12>>[s:1]1[c:2]([CH2:10][OH:11])[n:3][c:4]2[cH:5][n:6][cH:7][cH:8][c:9]12. The reactants are COC(=O)C(CCSC)NC(=O)c1ccc(I)cc1-c1ccccc1C, CN1CCCC1=O, C=Cc1cnccc1Cl. The product is COC(=O)C(CCSC)NC(=O)c1ccc(C=Cc2cnccc2Cl)cc1-c1ccccc1C. RXN SMILES: [CH3:1][O:2][C:3]([CH:4]([NH:5][C:6]([c:7]1[c:8](-[c:14]2[c:15]([CH3:20])[cH:16][cH:17][cH:18][cH:19]2)[cH:9][c:10]([I:13])[cH:11][cH:12]1)=[O:21])[CH2:22][CH2:23][S:24][CH3:25])=[O:26].[CH3:36][N:37]1[CH2:38][CH2:39][CH2:40][C:41]1=[O:42].[Cl:27][c:28]1[c:29]([CH:34]=[CH2:35])[cH:30][n:31][cH:32][cH:33]1>>[CH3:1][O:2][C:3]([CH:4]([NH:5][C:6]([c:7]1[c:8](-[c:14]2[c:15]([CH3:20])[cH:16][cH:17][cH:18][cH:19]2)[cH:9][c:10]([CH:35]=[CH:34][c:29]2[c:28]([Cl:27])[cH:33][cH:32][n:31][cH:30]2)[cH:11][cH:12]1)=[O:21])[CH2:22][CH2:23][S:24][CH3:25])=[O:26]. Reactants: C([O-])([O-])=O.[K+].[K+] (potassium carbonate), NC1=C(C=C(C=C1)CCC=1N=C2N(C=CC(=C2)C)C1C)O (2-[2-(4-amino-3-hydroxyphenyl)ethyl]-3,7-dimethylimidazo[1,2-a]pyridine), N#CBr (cyanogenbromide), Cl (hydrochloric acid). The solvent is O (water), C(C)(=O)OCC (ethyl acetate), C(C)O (ethanol). Run at time 100 minute. Product: CC1=C(N=C2N1C=CC(=C2)C)CCC2=CC1=C(N=C(O1)N)C=C2 (6-[2-(3,7-dimethylimidazo[1,2-a]pyridin-2-yl)ethyl]-2-aminobenzoxazole). The yield is 62.2%. RXN SMILES: [NH2:1][C:2]1[CH:7]=[CH:6][C:5]([CH2:8][CH2:9][C:10]2[N:11]=[C:12]3[CH:17]=[C:16]([CH3:18])[CH:15]=[CH:14][N:13]3[C:19]=2[CH3:20])=[CH:4][C:3]=1[OH:21].[N:22]#[C:23]Br.Cl.C(=O)([O-])[O-].[K+].[K+]>C(O)C.O.C(OCC)(=O)C>[CH3:20][C:19]1[N:13]2[CH:14]=[CH:15][C:16]([CH3:18])=[CH:17][C:12]2=[N:11][C:10]=1[CH2:9][CH2:8][C:5]1[CH:6]=[CH:7][C:2]2[N:1]=[C:23]([NH2:22])[O:21][C:3]=2[CH:4]=1 |f:3.4.5|. Procedure: A mixture of 2-[2-(4-amino-3-hydroxyphenyl)ethyl]-3,7-dimethylimidazo[1,2-a]pyridine (11.0 g) and cyanogenbromide (5.0 g) in ethanol (165 ml) was stirred for 100 minutes at ambient temperature. To the reaction mixture was added a solution of ethyl acetate and water, and the mixture was adjusted to pH 1.0 with 10% hydrochloric acid. The separated aqueous layer was adjusted to pH 8 with 20% aqueous potassium carbonate and the resulting precipitate was collected by filtration. The precipitate was s... The reactants are CC(C)(C)OC(=O)CCSCC(COC(=O)CCCCCCCCCCCc1ccccc1)OC(=O)CCCCCCCCCCCc1ccccc1, ClCCl. Product: O=C(O)CCSCC(COC(=O)CCCCCCCCCCCc1ccccc1)OC(=O)CCCCCCCCCCCc1ccccc1. Reaction SMILES: [C:1]([CH3:2])([CH3:3])([CH3:4])[O:5][C:6]([CH2:7][CH2:8][S:9][CH2:10][CH:11]([CH2:12][O:13][C:14]([CH2:15][CH2:16][CH2:17][CH2:18][CH2:19][CH2:20][CH2:21][CH2:22][CH2:23][CH2:24][CH2:25][c:26]1[cH:27][cH:28][cH:29][cH:30][cH:31]1)=[O:32])[O:33][C:34]([CH2:35][CH2:36][CH2:37][CH2:38][CH2:39][CH2:40][CH2:41][CH2:42][CH2:43][CH2:44][CH2:45][c:46]1[cH:47][cH:48][cH:49][cH:50][cH:51]1)=[O:52])=[O:53].[Cl:54][CH2:55][Cl:56]>>[O:5]=[C:6]([CH2:7][CH2:8][S:9][CH2:10][CH:11]([CH2:12][O:13][C:14]([CH2:15][CH2:16][CH2:17][CH2:18][CH2:19][CH2:20][CH2:21][CH2:22][CH2:23][CH2:24][CH2:25][c:26]1[cH:27][cH:28][cH:29][cH:30][cH:31]1)=[O:32])[O:33][C:34]([CH2:35][CH2:36][CH2:37][CH2:38][CH2:39][CH2:40][CH2:41][CH2:42][CH2:43][CH2:44][CH2:45][c:46]1[cH:47][cH:48][cH:49][cH:50][cH:51]1)=[O:52])[OH:53].